This data is from the Open Reaction Database (ORD), a public repository of structured organic reaction records. The task is: describe an organic reaction: reactants, conditions, products, and yield The product is COC([C@@H](NC([C@@H](NC(CC1C(C(C=C(CC1)[C@H](C)NC(=O)OCC1=CC=CC=C1)CC1=CC=CC=C1)O)=O)C(C)C)=O)C(C)C)=O (2-(5-[(1S)-1-benzyloxycarbonylamino-ethyl]-3-benzyl-2-hydroxy-cyclohept-4-en-1-yl)-1-oxo-ethyl-valinyl-valine methyl ester). The solvent is C(C)O (ethanol). Procedure: To a stirred solution of the above (38) (0.47 g) in ethanol (15 mL) was added at room temperature NaBH4 (55 mg). After stirring for 30 min the reaction was carefully quenched with acetone then aqueous 1N HCl. The reaction was extracted with ethyl acetate, washed with saturated NaCl, dried over MgSO4 and evaporated. The product (39) was obtained as a mixture of isomers by flash chromatography on silica gel eluted with 50% CHCl3 in ethyl acetate (0.42 g, 89%). TLC Rf 0.36, 0.33 (97:3 CHCl3 :MeOH);... Reaction SMILES: [CH3:1][O:2][C:3](=[O:47])[C@H:4]([CH:44]([CH3:46])[CH3:45])[NH:5][C:6](=[O:43])[C@H:7]([CH:40]([CH3:42])[CH3:41])[NH:8][C:9](=[O:39])[CH2:10][CH:11]1[CH2:17][CH2:16][C:15]([C@@H:18]([NH:20][C:21]([O:23][CH2:24][C:25]2[CH:30]=[CH:29][CH:28]=[CH:27][CH:26]=2)=[O:22])[CH3:19])=[CH:14][CH:13]([CH2:31][C:32]2[CH:37]=[CH:36][CH:35]=[CH:34][CH:33]=2)[C:12]1=[O:38].[BH4-].[Na+]>C(O)C>[CH3:1][O:2][C:3](=[O:47])[C@H:4]([CH:44]([CH3:46])[CH3:45])[NH:5][C:6](=[O:43])[C@H:7]([CH:40]([CH3:41])[CH3:42])[NH:8][C:9](=[O:39])[CH2:10][CH:11]1[CH2:17][CH2:16][C:15]([C@@H:18]([NH:20][C:21]([O:23][CH2:24][C:25]2[CH:26]=[CH:27][CH:28]=[CH:29][CH:30]=2)=[O:22])[CH3:19])=[CH:14][CH:13]([CH2:31][C:32]2[CH:33]=[CH:34][CH:35]=[CH:36][CH:37]=2)[CH:12]1[OH:38] |f:1.2|. Conditions: time 30 minute. Reactants: COC([C@@H](NC([C@@H](NC(CC1C(C(C=C(CC1)[C@H](C)NC(=O)OCC1=CC=CC=C1)CC1=CC=CC=C1)=O)=O)C(C)C)=O)C(C)C)=O (2-(5-[(1S)-1-benzyloxycarbonylamino-ethyl]-3-benzyl-2-oxo-cyclohept-4-en -1-yl)-1-oxo-ethyl-valinyl-valine methyl ester), [BH4-].[Na+] (NaBH4). The reactants are NH4OAc, C1(=CC=CC=C1)C(=O)CC1=CC=CC=C1 (deoxybenzoin), CC(C)([O-])C.[K+] (potassium tert-butoxide), CI (MeI). Solvent: C1CCOC1 (THF), C1CCOC1 (THF). Run at time 0.5 hour. Product: C1(=CC=CC=C1)C(C(C)C1=CC=CC=C1)=O (1,2-diphenyl-1-propanone). Reaction SMILES: [C:1]1([C:7]([CH2:9][C:10]2[CH:15]=[CH:14][CH:13]=[CH:12][CH:11]=2)=[O:8])[CH:6]=[CH:5][CH:4]=[CH:3][CH:2]=1.[CH3:16]C(C)([O-])C.[K+].CI>C1COCC1>[C:1]1([C:7](=[O:8])[CH:9]([C:10]2[CH:11]=[CH:12][CH:13]=[CH:14][CH:15]=2)[CH3:16])[CH:2]=[CH:3][CH:4]=[CH:5][CH:6]=1 |f:1.2|. Procedure details: To deoxybenzoin (0.500 g, 2.55 mmol) in THF (12 mL) at −78° C. were added a THF solution of potassium tert-butoxide 1M (2.5 mL, 2.55 mmol) and MeI (0.396 mL). After a period of 0.5 h, at room temperature, NH4OAc aqueous was added to the reaction mixture. The organic phase was separated, dried over NaSO4, filtered and evaporated. The residue was purified by flash chromatography to give the title compound. Reactants: C(C)NCC (diethylamine), C(O)CN (ethanolamine), C1(=CC=CC=C1)C(Cl)(C1=CC=CC=C1)C1=CC=CC=C1 (triphenylchloromethane), ice. Run in C(C)(C)O (isopropanol). Reaction conditions: time 3 hour. Yields the product C(C1=CC=CC=C1)(C1=CC=CC=C1)(C1=CC=CC=C1)NCCO (N-trityl-2-aminoethanol). Isolated yield 85.7%. Reaction SMILES: C(NCC)C.[CH2:6]([CH2:8][NH2:9])[OH:7].[C:10]1([C:16]([C:24]2[CH:29]=[CH:28][CH:27]=[CH:26][CH:25]=2)([C:18]2[CH:23]=[CH:22][CH:21]=[CH:20][CH:19]=2)Cl)[CH:15]=[CH:14][CH:13]=[CH:12][CH:11]=1>C(O)(C)C>[C:16]([NH:9][CH2:8][CH2:6][OH:7])([C:10]1[CH:15]=[CH:14][CH:13]=[CH:12][CH:11]=1)([C:24]1[CH:25]=[CH:26][CH:27]=[CH:28][CH:29]=1)[C:18]1[CH:19]=[CH:20][CH:21]=[CH:22][CH:23]=1. Reported procedure: A mixture of isopropanol (750 ml), diethylamine (75 ml), ethanolamine (98%, 62.3 g, 1 mole) and triphenylchloromethane (97%, 143.7 g, 0.50 moles) was stirred at room temperature for 3 hours. The resulting solution was then poured into ice-cold water (4 l) under continuous stirring and the resulting precipitate was filtered off and dried. The crude product was digested in toluene (340 ml), then filtered off and dried in vacuo at 60° C. Thus 130 g (85%) of the pure desired compound were obtained. Starting materials: FC(F)(F)c1ccc(Br)cc1, C#CCO, CCNCC, [Cu]I. Product: OCC#Cc1ccc(C(F)(F)F)cc1. RXN SMILES: [Br:1][c:2]1[cH:3][cH:4][c:5]([C:8]([F:9])([F:10])[F:11])[cH:6][cH:7]1.[CH2:12]([C:13]#[CH:14])[OH:15].[CH2:16]([NH:17][CH2:18][CH3:19])[CH3:20].[Cu:21][I:22]>>[c:2]1([C:14]#[C:13][CH2:12][OH:15])[cH:3][cH:4][c:5]([C:8]([F:9])([F:10])[F:11])[cH:6][cH:7]1. Starting materials: NC1=CC(=C(OC2=CC(=NC=N2)NC(N(C)C2CCN(CC2)CCN(C)C)=O)C=C1)F (3-[6-(4-amino-2-fluorophenoxy)pyrimidin-4-yl]-1-[1-(2-dimethylaminoethyl)piperidin-4-yl]-1-methylurea), [C@]12(C(=O)CC(CC1)C2(C)C)CS(=O)(=O)O ((1S)-(+)-10-camphorsulfonic acid), CCCCCC (hexane), C1(=CC=CC=C1)CC(=O)N=C=S (2-phenylacetyl isothiocyanate). The solvent is C(C)O (ethanol), C(C)OCC (diethyl ether), C1(=CC=CC=C1)C (toluene). Conditions: time 15 minute. Yields the product CN(CCN1CCC(CC1)N(C(=O)NC1=NC=NC(=C1)OC1=C(C=C(C=C1)NC(=S)NC(CC1=CC=CC=C1)=O)F)C)C (1-[1-(2-Dimethylaminoethyl)piperidin-4-yl]-3-{6-[2-fluoro-4-(3-phenylacetylthioureido)phenoxy]pyrimidin-4-yl}-1-methylurea). Yield: 16.3%. Reaction SMILES: [NH2:1][C:2]1[CH:30]=[CH:29][C:5]([O:6][C:7]2[N:12]=[CH:11][N:10]=[C:9]([NH:13][C:14](=[O:28])[N:15]([CH:17]3[CH2:22][CH2:21][N:20]([CH2:23][CH2:24][N:25]([CH3:27])[CH3:26])[CH2:19][CH2:18]3)[CH3:16])[CH:8]=2)=[C:4]([F:31])[CH:3]=1.[C@]12(CS(O)(=O)=O)C(C)(C)C(CC1)CC2=O.[C:47]1([CH2:53][C:54]([N:56]=[C:57]=[S:58])=[O:55])[CH:52]=[CH:51][CH:50]=[CH:49][CH:48]=1.CCCCCC>C(O)C.C1(C)C=CC=CC=1.C(OCC)C>[CH3:26][N:25]([CH3:27])[CH2:24][CH2:23][N:20]1[CH2:21][CH2:22][CH:17]([N:15]([CH3:16])[C:14]([NH:13][C:9]2[CH:8]=[C:7]([O:6][C:5]3[CH:29]=[CH:30][C:2]([NH:1][C:57]([NH:56][C:54](=[O:55])[CH2:53][C:47]4[CH:48]=[CH:49][CH:50]=[CH:51][CH:52]=4)=[S:58])=[CH:3][C:4]=3[F:31])[N:12]=[CH:11][N:10]=2)=[O:28])[CH2:18][CH2:19]1. Procedure details: To a solution of 3-[6-(4-amino-2-fluorophenoxy)pyrimidin-4-yl]-1-[1-(2-dimethylaminoethyl)piperidin-4-yl]-1-methylurea (110 mg) in ethanol (2.0 ml) was added (1S)-(+)-10-camphorsulfonic acid (101 mg), followed by stirring at room temperature for 15 min. A solution of 2-phenylacetyl isothiocyanate in toluene (0.25 M, 3.06 ml) was added to the reaction mixture, followed by stirring at room temperature for 2 hrs. The reaction mixture was partitioned between ethyl acetate (30 ml) and a saturated aqu... Reactants: C(C)(C)(C)ON=C1C=C(OC2=CC=C(C=C12)OCCCl)C1=CC=2N(C=N1)C=CC2 (6-(2-chloro-ethoxy)-2-pyrrolo[1,2-c]pyrimidin-3-yl-chromen-4-one O-tert-butyl oxime), CN(C1CCNCC1)C (4-dimethylaminopiperidine). Yields the product Cl.Cl.CN(C1CCN(CC1)CCOC=1C=C2C(C=C(OC2=CC1)C1=CC=2N(C=N1)C=CC2)=NO)C (6-[2-(4-dimethylamino-piperidin-1-yl)-ethoxy]-2-pyrrolo[1,2-c]pyrimidin-3-yl-chromen-4-one oxime, dihydrochloride). Reaction SMILES: C([O:5][N:6]=[C:7]1[C:16]2[C:11](=[CH:12][CH:13]=[C:14]([O:17][CH2:18][CH2:19][Cl:20])[CH:15]=2)[O:10][C:9]([C:21]2[N:26]=[CH:25][N:24]3[CH:27]=[CH:28][CH:29]=[C:23]3[CH:22]=2)=[CH:8]1)(C)(C)C.[CH3:30][N:31]([CH3:38])[CH:32]1[CH2:37][CH2:36][NH:35][CH2:34][CH2:33]1>>[ClH:20].[ClH:20].[CH3:30][N:31]([CH3:38])[CH:32]1[CH2:37][CH2:36][N:35]([CH2:19][CH2:18][O:17][C:14]2[CH:15]=[C:16]3[C:11](=[CH:12][CH:13]=2)[O:10][C:9]([C:21]2[N:26]=[CH:25][N:24]4[CH:27]=[CH:28][CH:29]=[C:23]4[CH:22]=2)=[CH:8][C:7]3=[N:6][OH:5])[CH2:34][CH2:33]1 |f:2.3.4|. Procedure: 6-[2-(4-dimethylamino-piperidin-1-yl)-ethoxy]-2-pyrrolo[1,2-c]pyrimidin-3-yl-chromen-4-one oxime, dihydrochloride was prepared in 30% overall yield using the method described in example 87, starting from 6-(2-chloro-ethoxy)-2-pyrrolo[1,2-c]pyrimidin-3-yl-chromen-4-one O-tert-butyl oxime (example 87B) and 4-dimethylaminopiperidine.